Dataset: the Open Reaction Database (ORD), a public repository of structured organic reaction records. Task: describe an organic reaction: reactants, conditions, products, and yield Reactants: [H-].[H-].[H-].[H-].[Li+].[Al+3] (LiAlH4), [OH-].[Na+] (NaOH), COC(=O)C=1C=CC2=C(N=CS2)C1 (benzothiazole-5-carboxylic acid methyl ester), CCOC(=O)C (EtOAc). Run in C1CCOC1 (THF), O (water). Conditions: temperature -78 celsius, time 2 hour. Yields the product S1C=NC2=C1C=CC(=C2)CO (benzothiazol-5-yl-methanol). RXN SMILES: C[O:2][C:3]([C:5]1[CH:6]=[CH:7][C:8]2[S:12][CH:11]=[N:10][C:9]=2[CH:13]=1)=O.[H-].[H-].[H-].[H-].[Li+].[Al+3].CCOC(C)=O.[OH-].[Na+]>C1COCC1.O>[S:12]1[C:8]2[CH:7]=[CH:6][C:5]([CH2:3][OH:2])=[CH:13][C:9]=2[N:10]=[CH:11]1 |f:1.2.3.4.5.6,8.9|. Reported procedure: To a −78° C. cooled solution of benzothiazole-5-carboxylic acid methyl ester (1 eq.) in dry THF under nitrogen was slowly added a solution of LiAlH4 (1M in THF, 1.5 eq.). The reaction was stirred at −78° C. for 2 h, then warmed to 20° C. EtOAc was added to the reaction, then aqueous NaOH (2N) and finally water. The reaction mixture was stirred at 20° C. for 30 min, then filtered through a pad of celite. The filtrate was concentrated under reduced pressure. The crude was purified by chromatograph... The reactants are Cl.C1(=CC=CC=C1)ON (O-phenylhydroxylamine hydrochloride), C1CCOC1 (THF), COC1=CC=C(C=C1)S(=O)(=O)Cl (4-methoxybenzenesulfonyl chloride), C(C)(C)N(CC)C(C)C (diisopropylethylamine). Reagents/catalysts: CN(C1=CC=NC=C1)C (4-dimethylaminopyridine). Run in CN(C=O)C (N,N-dimethylformamide). Reaction conditions: time 2 hour. The product is COC1=CC=C(C=C1)S(=O)(=O)NOC1=CC=CC=C1 (4-methoxy-N1-phenoxy-1-benzenesulfonamide). Reaction SMILES: Cl.[C:2]1([O:8][NH2:9])[CH:7]=[CH:6][CH:5]=[CH:4][CH:3]=1.[CH3:10][O:11][C:12]1[CH:17]=[CH:16][C:15]([S:18](Cl)(=[O:20])=[O:19])=[CH:14][CH:13]=1.C(N(C(C)C)CC)(C)C.C1COCC1>CN(C)C1C=CN=CC=1.CN(C)C=O>[CH3:10][O:11][C:12]1[CH:13]=[CH:14][C:15]([S:18]([NH:9][O:8][C:2]2[CH:7]=[CH:6][CH:5]=[CH:4][CH:3]=2)(=[O:20])=[O:19])=[CH:16][CH:17]=1 |f:0.1|. Procedure details: O-phenylhydroxylamine hydrochloride (6.9 mmol, 1.0 g), 4-methoxybenzenesulfonyl chloride (6.2 mmol, 1.29 g), diisopropylethylamine (13.1 mmol, 2.28 mL) and andhydrous THF (15 mL) were combined under nitrogen. After stirring for 2 hours at room temperature, a few crystals of 4-dimethylaminopyridine were added and the flask was re-sealed. After another 2 hours, 4 mL of N,N-dimethylformamide was injected and the reaction stirred for an additional 15 hours. The resulting red solution was concentrate... The reactants are N12CCNCC2CCC1 (1,4-diazabicyclo[4.3.0]-nonane), C(C)(=O)O (acetic acid), C(=C)C1=CC=NC=C1 (4-vinylpyridine). The solvent is CO (methanol). Product: N1=CC=C(C=C1)CCN1CC=2N(C=C1)C=CC2 (2(4-pyridylethyl)pyrrolo[1,2-a]pyrazine). RXN SMILES: [N:1]12[CH2:9][CH2:8][CH2:7][CH:6]1[CH2:5][NH:4][CH2:3][CH2:2]2.C(O)(=O)C.[CH:14]([C:16]1[CH:21]=[CH:20][N:19]=[CH:18][CH:17]=1)=[CH2:15]>CO>[N:19]1[CH:20]=[CH:21][C:16]([CH2:14][CH2:15][N:4]2[CH:3]=[CH:2][N:1]3[CH:9]=[CH:8][CH:7]=[C:6]3[CH2:5]2)=[CH:17][CH:18]=1. Procedure details: A solution of 12 g (0.095 mole) 1,4-diazabicyclo[4.3.0]-nonane, 10 ml of acetic acid and 12.5 ml of 4-vinylpyridine in 225 ml methanol was heated at reflux for 20 hours. The solvent was removed under vacuum and the residue distilled to yield 5.1 g of 2(4-pyridylethyl)pyrrolo[1,2-a]pyrazine; b.p. 126°-130/0.01 mm. The reactants are Cc1noc(C(N)Cc2ccc(-c3ccc(F)c(Cl)c3)cc2)n1, CC(=O)Oc1ccc(-c2ccc(C(F)(F)F)cc2)cc1C(=O)Cl. Product: CC(=O)Oc1ccc(-c2ccc(C(F)(F)F)cc2)cc1C(=O)NC(Cc1ccc(-c2ccc(F)c(Cl)c2)cc1)c1nc(C)no1. As a reaction SMILES: [Cl:1][c:2]1[cH:3][c:4](-[c:9]2[cH:10][cH:11][c:12]([CH2:15][CH:16]([c:17]3[n:18][c:19]([CH3:22])[n:20][o:21]3)[NH2:23])[cH:13][cH:14]2)[cH:5][cH:6][c:7]1[F:8].[Cl:24][C:25](=[O:26])[c:27]1[cH:28][c:29](-[c:37]2[cH:38][cH:39][c:40]([C:43]([F:44])([F:45])[F:46])[cH:41][cH:42]2)[cH:30][cH:31][c:32]1[O:33][C:34]([CH3:35])=[O:36]>>[Cl:1][c:2]1[cH:3][c:4](-[c:9]2[cH:10][cH:11][c:12]([CH2:15][CH:16]([c:17]3[n:18][c:19]([CH3:22])[n:20][o:21]3)[NH:23][C:25](=[O:26])[c:27]3[cH:28][c:29](-[c:37]4[cH:38][cH:39][c:40]([C:43]([F:44])([F:45])[F:46])[cH:41][cH:42]4)[cH:30][cH:31][c:32]3[O:33][C:34]([CH3:35])=[O:36])[cH:13][cH:14]2)[cH:5][cH:6][c:7]1[F:8].